From a dataset of the Open Reaction Database (ORD), a public repository of structured organic reaction records. describe an organic reaction: reactants, conditions, products, and yield The reactants are C1(=CCCCC1)CCN (2-(cyclohexen-1-yl)ethylamine), C12C(OC(C2C1)=O)=O (3-oxabicyclo[3.1.0]hexane-2,4-dione). Run at temperature 180 celsius. Product: C1(=CCCCC1)CCN1C(C2CC2C1=O)=O (3-[2-(Cyclohexen-1-yl)ethyl]-3-azabicyclo[3.1.0]hexane-2,4-dione). RXN SMILES: [C:1]1([CH2:7][CH2:8][NH2:9])[CH2:6][CH2:5][CH2:4][CH2:3][CH:2]=1.[CH:10]12[CH2:15][CH:14]1[C:13](=[O:16])[O:12][C:11]2=O>>[C:1]1([CH2:7][CH2:8][N:9]2[C:11](=[O:12])[CH:10]3[CH:14]([CH2:15]3)[C:13]2=[O:16])[CH2:6][CH2:5][CH2:4][CH2:3][CH:2]=1. Procedure: A mixture of 2-(cyclohexen-1-yl)ethylamine (0.59 g) and 3-oxabicyclo[3.1.0]hexane-2,4-dione (0.5 g) was heated at 180° C. for 3 hours. The resulting mixture was cooled to room temperature to give the title compound as a yellow solid, m.p. 60-61° C. Starting materials: COP(C)(=O)OC, COCCCCC(C)(C)C(=O)OC. The product is COCCCCC(C)(C)C(=O)CP(=O)(OC)OC. Reaction SMILES: [CH3:14][P:15]([O:16][CH3:17])([O:18][CH3:19])=[O:20].[CH3:1][C:2]([C:3]([O:5][CH3:4])=[O:6])([CH2:7][CH2:8][CH2:9][CH2:10][O:11][CH3:12])[CH3:13]>>[CH3:1][C:2]([C:3](=[O:5])[CH2:14][P:15]([O:16][CH3:17])([O:18][CH3:19])=[O:20])([CH2:7][CH2:8][CH2:9][CH2:10][O:11][CH3:12])[CH3:13]. The reactants are C(C)(=O)C=1C(NC2=CC=CC=C2C1O)=O (3-acetyl-4-hydroxy-2(1H)-quinolinone), C(#N)COC=1C=C(C=O)C=CC1 (3-(cyanomethoxy)benzaldehyde), N1CCCCC1 (piperidine), O (water). Solvent: C(Cl)(Cl)Cl (chloroform), CN(C=O)C (dimethylformamide). Product: OC1=C(C(NC2=CC=CC=C12)=O)C(C=CC1=CC(=CC=C1)OCC#N)=O (4-hydroxy-3-[3-[3-(cyanomethoxy)phenyl]-1-oxo-2-propenyl]-2(1H)-quinolinone). Yield: 75.9%. Reaction SMILES: [C:1]([C:4]1[C:5](=[O:15])[NH:6][C:7]2[C:12]([C:13]=1[OH:14])=[CH:11][CH:10]=[CH:9][CH:8]=2)(=[O:3])[CH3:2].[C:16]([CH2:18][O:19][C:20]1[CH:21]=[C:22]([CH:25]=[CH:26][CH:27]=1)[CH:23]=O)#[N:17].N1CCCCC1.O>C(Cl)(Cl)Cl.CN(C)C=O>[OH:14][C:13]1[C:12]2[C:7](=[CH:8][CH:9]=[CH:10][CH:11]=2)[NH:6][C:5](=[O:15])[C:4]=1[C:1](=[O:3])[CH:2]=[CH:23][C:22]1[CH:25]=[CH:26][CH:27]=[C:20]([O:19][CH2:18][C:16]#[N:17])[CH:21]=1. Procedure details: In a mixture of 3000 ml of chloroform and 600 ml of dimethylformamide were dissolved 60.00 g of 3-acetyl-4-hydroxy-2(1H)-quinolinone, 142.20 g of 3-(cyanomethoxy)benzaldehyde and 17.64 g of piperidine, and the solution was heated overnight under reflux while water was removed with a Soxhlet extractor filled with molecular sieves. After cooled to room temperature, precipitated crystals were filtered, and washed with 750 ml of tetrahydrofuran and 900 ml of t-butyl methyl ether to obtain 77.59 g of...